Dataset: the Open Reaction Database (ORD), a public repository of structured organic reaction records. Task: describe an organic reaction: reactants, conditions, products, and yield Starting materials: NC=1C=C(C=CC1N1C(CCCC1)C)C1=NC(=NO1)C1=CC(=C(C(=O)OC)C=C1)F (Methyl 4-{5-[3-amino-4-(2-methylpiperidin-1-yl)phenyl]-1,2,4-oxadiazol-3-yl}-2-fluorobenzoate), C(CC)(=O)Cl (Propionyl chloride). Procedure: Methyl 4-{5-[3-amino-4-(2-methylpiperidin-1-yl)phenyl]-1,2,4-oxadiazol-3-yl}-2-fluorobenzoate, prepared as in example 67, Steps 1 and 2, (100 mg; 0.24 mmol) was suspended in a DCM/Pyridine mixture (4 mL, 1:1). Propionyl chloride (25 μL, 0.29 mmol) was added and the mixture was heated to 40° C. for 18 h. After this time, solvents were removed under vacuum and title compound was obtained as an off-white powder after trituration with MeOH (96 mg; 83%). LC/MS (Method B): 467.4 (M+H)+. HPLC (Method A... The solvent is C(Cl)Cl.N1=CC=CC=C1 (DCM Pyridine). The product is C(CC)(=O)NC=1C=C(C=CC1N1C(CCCC1)C)C1=NC(=NO1)C1=CC(=C(C(=O)OC)C=C1)F (methyl 4-{5-[3-(propionylamino)-4-(2-methylpiperidin-1-yl)phenyl]-1,2,4-oxadiazol-3-yl}-2-fluorobenzoate). Run at temperature 40 celsius. Reaction SMILES: [NH2:1][C:2]1[CH:3]=[C:4]([C:15]2[O:19][N:18]=[C:17]([C:20]3[CH:29]=[CH:28][C:23]([C:24]([O:26][CH3:27])=[O:25])=[C:22]([F:30])[CH:21]=3)[N:16]=2)[CH:5]=[CH:6][C:7]=1[N:8]1[CH2:13][CH2:12][CH2:11][CH2:10][CH:9]1[CH3:14].[C:31](Cl)(=[O:34])[CH2:32][CH3:33]>C(Cl)Cl.N1C=CC=CC=1>[C:31]([NH:1][C:2]1[CH:3]=[C:4]([C:15]2[O:19][N:18]=[C:17]([C:20]3[CH:29]=[CH:28][C:23]([C:24]([O:26][CH3:27])=[O:25])=[C:22]([F:30])[CH:21]=3)[N:16]=2)[CH:5]=[CH:6][C:7]=1[N:8]1[CH2:13][CH2:12][CH2:11][CH2:10][CH:9]1[CH3:14])(=[O:34])[CH2:32][CH3:33] |f:2.3|. Reactants: CN(C)Cc1nc(CO)cs1, CNC1=NS(=O)(=O)N=C1NCCS, Cl. Product: CNC1=NS(=O)(=O)N=C1NCCSCc1csc(CN(C)C)n1. RXN SMILES: [CH3:14][N:15]([CH3:16])[CH2:17][c:18]1[s:19][cH:20][c:21]([CH2:23][OH:24])[n:22]1.[CH3:1][NH:2][C:3]1=[N:4][S:5](=[O:12])(=[O:13])[N:6]=[C:7]1[NH:8][CH2:9][CH2:10][SH:11].[ClH:25]>>[CH3:1][NH:2][C:3]1=[N:4][S:5](=[O:12])(=[O:13])[N:6]=[C:7]1[NH:8][CH2:9][CH2:10][S:11][CH2:23][c:21]1[cH:20][s:19][c:18]([CH2:17][N:15]([CH3:14])[CH3:16])[n:22]1. The reactants are COC(C(O)NC(C1=C(C=CC=C1F)F)=O)=O (Methyl[(2,6-difluorobenzoyl)amino]hydroxyacetate), S(=O)(Cl)Cl (thionyl chloride), IC1=CC=CC=C1 (iodobenzene), [BH4-].[Li+] (Lithium borohydride). The solvent is S(O)(O)(=O)=O (sulfuric acid), C1(=CC=CC=C1)C (toluene). Conditions: temperature 23 celsius, time 3 day. Yields the product FC1=C(C(=CC=C1)F)C=1OCC(N1)C1=CC=C(C=C1)I (2-(2,6-Difluorophenyl)-4,5-dihydro-4-(4-iodophenyl)oxazole). The yield is 46.1%. RXN SMILES: CO[C:3](=[O:17])[CH:4]([NH:6][C:7](=O)[C:8]1[C:13]([F:14])=[CH:12][CH:11]=[CH:10][C:9]=1[F:15])O.[I:18][C:19]1[CH:24]=[CH:23][CH:22]=[CH:21][CH:20]=1.[BH4-].[Li+].S(Cl)(Cl)=O>S(=O)(=O)(O)O.C1(C)C=CC=CC=1>[F:14][C:13]1[CH:12]=[CH:11][CH:10]=[C:9]([F:15])[C:8]=1[C:7]1[O:17][CH2:3][CH:4]([C:22]2[CH:23]=[CH:24][C:19]([I:18])=[CH:20][CH:21]=2)[N:6]=1 |f:2.3|. Reported procedure: The compound of Step A of Example 1 (31.0 g, 0.13 mol) and iodobenzene (40.2 g, 0.19 mol) were suspended in sulfuric acid (100 mL) and stirred for 3 days at 23° C. The mixture was poured onto ice and extracted with dichloromethane (200 mL). The dichloromethane layer was dried over magnesium sulfate and evaporated under reduced pressure. Methanol (200 mL) and thionyl chloride (6 mL) were added and the mixture and heated at reflux for 30 min. The methanol was removed under reduced pressure and the... Starting materials: C1CCOC1 (THF), TEA, C1(C=2C(C(=O)O1)=CC=CC2)=O (phthalic anhydride), NC1=C(C=O)C=C(C=C1)Br (2-amino-5-bromobenzaldehyde). Run in C1(=CC=CC=C1)C (toluene). Reaction conditions: temperature 100 celsius. The product is BrC=1C=CC(=C(C=O)C1)N1C(C2=CC=CC=C2C1=O)=O (5-bromo-2-(1,3-dioxoisoindolin-2-yl)benzaldehyde). Yield: 35.1%. As a reaction SMILES: [NH2:1][C:2]1[CH:9]=[CH:8][C:7]([Br:10])=[CH:6][C:3]=1[CH:4]=[O:5].C1COCC1.[C:16]1(=O)[O:21][C:19](=[O:20])[C:18]2=[CH:22][CH:23]=[CH:24][CH:25]=[C:17]12>C1(C)C=CC=CC=1>[Br:10][C:7]1[CH:8]=[CH:9][C:2]([N:1]2[C:19](=[O:20])[C:18]3[C:17](=[CH:25][CH:24]=[CH:23][CH:22]=3)[C:16]2=[O:21])=[C:3]([CH:6]=1)[CH:4]=[O:5]. Procedure details: To a vial charged with 2-amino-5-bromobenzaldehyde (commercially available from Matrix Scientific, Columbia, S.C.) (0.500 g, 2.500 mmol) were added THF (4.17 mL), toluene (4.17 mL), TEA (0.871 mL, 6.25 mmol) and phthalic anhydride (0.849 mL, 8.75 mmol). The mixture was heated at 100° C. overnight. LC-MS indicated that the product was present as a component of a complex mixture. The resulting mixture was passed through a 10 g SCX-2 column with much solid sticking to the top of the column and some... The reactants are NC1=C(C=C(C=N1)C=1C=NN(C1)C1CCN(CC1)C(=O)OC(C)(C)C)C1=NN=NN1C1=C(C(=C(C=C1)OC)F)F (tert-butyl 4-(4-(6-amino-5-(1-(2,3-difluoro-4-methoxyphenyl)-1H-tetrazol-5-yl)pyridin-3-yl)-1H-pyrazol-1-yl)piperidine-1-carboxylate), Cl.O1CCOCC1 (HCl dioxane). Yields the product Cl.Cl.FC1=C(C=CC(=C1F)OC)N1N=NN=C1C=1C(=NC=C(C1)C=1C=NN(C1)C1CCNCC1)N (3-(1-(2,3-difluoro-4-methoxyphenyl)-1H-tetrazol-5-yl)-5-(1-(piperidin-4-yl)-1H-pyrazol-4-yl)pyridin-2-amine, dihydrochloride salt). Yield: 98.2%. Reaction SMILES: [NH2:1][C:2]1[N:7]=[CH:6][C:5]([C:8]2[CH:9]=[N:10][N:11]([CH:13]3[CH2:18][CH2:17][N:16](C(OC(C)(C)C)=O)[CH2:15][CH2:14]3)[CH:12]=2)=[CH:4][C:3]=1[C:26]1[N:30]([C:31]2[CH:36]=[CH:35][C:34]([O:37][CH3:38])=[C:33]([F:39])[C:32]=2[F:40])[N:29]=[N:28][N:27]=1.[ClH:41].O1CCOCC1>>[ClH:41].[ClH:41].[F:40][C:32]1[C:33]([F:39])=[C:34]([O:37][CH3:38])[CH:35]=[CH:36][C:31]=1[N:30]1[C:26]([C:3]2[C:2]([NH2:1])=[N:7][CH:6]=[C:5]([C:8]3[CH:9]=[N:10][N:11]([CH:13]4[CH2:18][CH2:17][NH:16][CH2:15][CH2:14]4)[CH:12]=3)[CH:4]=2)=[N:27][N:28]=[N:29]1 |f:1.2,3.4.5|. Reported procedure: Compound 1103 (3.0 g, 5.419 mmol) was treated with 4 M HCl/dioxane (50 mL, 200.0 mmol) for 1 hour at RT. The solvents were removed by vacuum evaporation to give 3-(1-(2,3-difluoro-4-methoxyphenyl)-1H-tetrazol-5-yl)-5-(1-(piperidin-4-yl)-1H-pyrazol-4-yl)pyridin-2-amine, dihydrochloride salt (Compound 12, 2.8 g, 98%) as a slightly yellow solid. Reaction SMILES: [CH2:2]1[CH2:3][O:18][O:19][C:5]([CH2:6][CH2:7][c:8]2[cH:9][cH:10][c:11]([CH:14]=[O:15])[cH:12][cH:13]2)([O:16][CH3:17])[O:4][O:20]1.[ClH:1].[O:21]1[CH2:22][CH2:23][CH2:24][CH2:25]1>>[O:4]=[C:5]([CH2:6][CH2:7][c:8]1[cH:9][cH:10][c:11]([CH:14]=[O:15])[cH:12][cH:13]1)[O:16][CH3:17]. Starting materials: COC1(CCc2ccc(C=O)cc2)OOCCOO1, Cl, C1CCOC1. The product is COC(=O)CCc1ccc(C=O)cc1. Starting materials: BrCC1=CC=C(C=C1)C=1C(=CC=CC1)C(=O)OC (methyl 4'-bromomethylbiphenyl-2-carboxylate), C(CCC)C=1NC(=C(N1)Cl)CO[Si](C)(C)C(C)(C)C (2-butyl-4-chloro-5-(t-butyldimethylsilyloxymethyl)-1H-imidazole), C[Si](C)(C)[N-][Si](C)(C)C.[Na+] (NaN(TMS)2). Solvent: C1CCOC1 (THF), C1CCOC1 (THF), [Cl-].[Na+].O (brine). Conditions: time 8 hour. Product: COC(=O)C1=C(C=CC=C1)C1=CC=C(C=C1)CN1C(=NC(=C1CO[Si](C)(C)C(C)(C)C)Cl)CCCC (4'-[[2-Butyl-4-chloro-5-(t-butyldimethylsilyloxymethyl)-1H-imidazol-1-yl]methyl][1,1'-biphenyl-2-yl]carboxylic acid methyl ester). As a reaction SMILES: Br[CH2:2][C:3]1[CH:8]=[CH:7][C:6]([C:9]2[C:10]([C:15]([O:17][CH3:18])=[O:16])=[CH:11][CH:12]=[CH:13][CH:14]=2)=[CH:5][CH:4]=1.[CH2:19]([C:23]1[NH:24][C:25]([CH2:29][O:30][Si:31]([C:34]([CH3:37])([CH3:36])[CH3:35])([CH3:33])[CH3:32])=[C:26]([Cl:28])[N:27]=1)[CH2:20][CH2:21][CH3:22].C[Si]([N-][Si](C)(C)C)(C)C.[Na+]>C1COCC1.[Cl-].[Na+].O>[CH3:18][O:17][C:15]([C:10]1[CH:11]=[CH:12][CH:13]=[CH:14][C:9]=1[C:6]1[CH:7]=[CH:8][C:3]([CH2:2][N:24]2[C:25]([CH2:29][O:30][Si:31]([C:34]([CH3:35])([CH3:36])[CH3:37])([CH3:32])[CH3:33])=[C:26]([Cl:28])[N:27]=[C:23]2[CH2:19][CH2:20][CH2:21][CH3:22])=[CH:4][CH:5]=1)=[O:16] |f:2.3,5.6.7|. Procedure details: A solution of methyl 4'-bromomethylbiphenyl-2-carboxylate (2.05 g) in dry THF (10 mL) was added dropwise to a solution of 2-butyl-4-chloro-5-(t-butyldimethylsilyloxymethyl)-1H-imidazole (2.03 g) and NaN(TMS)2 (1.48 g) in dry THF (20 mL) at 0° C. and the reaction mixture was stirred at room temperature overnight. It was diluted with brine and the organic layer was collected, dried over MgSO4, and evaporated under reduced pressure. The residue was purified by flash chromatography (EtOAc, silica) t...